This data is from the Open Reaction Database (ORD), a public repository of structured organic reaction records. The task is: describe an organic reaction: reactants, conditions, products, and yield Reactants: ClC1=NC=C(C(=C1)I)Cl (2,5-Dichloro-4-iodopyridine), C([O-])([O-])=O.[Cs+].[Cs+] (cesium carbonate), NC1=CC=CC2=C1C(N(CCO2)C)=O (6-amino-4-methyl-2,3-dihydro-1,4-benzoxazepin-5-one), CC1(C2=CC=CC(=C2OC=2C(=CC=CC12)P(C1=CC=CC=C1)C1=CC=CC=C1)P(C1=CC=CC=C1)C1=CC=CC=C1)C (9,9-dimethyl-4,5-bis(diphenylphosphino)xanthene). The reagents and catalysts are C(C)(=O)[O-].[Pd+2].C(C)(=O)[O-] (palladium(II) acetate). The solvent is O1CCOCC1 (dioxane). Run at temperature 100 celsius. Product: ClC1=NC=C(C(=C1)NC1=CC=CC2=C1C(N(CCO2)C)=O)Cl (6-[(2,5-dichloropyridin-4-yl)amino]-4-methyl-2,3-dihydro-1,4-benzoxazepin-5-one). Isolated yield 47.8%. RXN SMILES: [Cl:1][C:2]1[CH:7]=[C:6](I)[C:5]([Cl:9])=[CH:4][N:3]=1.[NH2:10][C:11]1[C:16]2[C:17](=[O:23])[N:18]([CH3:22])[CH2:19][CH2:20][O:21][C:15]=2[CH:14]=[CH:13][CH:12]=1.CC1(C)C2C=CC=C(P(C3C=CC=CC=3)C3C=CC=CC=3)C=2OC2C1=CC=CC=2P(C1C=CC=CC=1)C1C=CC=CC=1.C(=O)([O-])[O-].[Cs+].[Cs+]>O1CCOCC1.C([O-])(=O)C.[Pd+2].C([O-])(=O)C>[Cl:1][C:2]1[CH:7]=[C:6]([NH:10][C:11]2[C:16]3[C:17](=[O:23])[N:18]([CH3:22])[CH2:19][CH2:20][O:21][C:15]=3[CH:14]=[CH:13][CH:12]=2)[C:5]([Cl:9])=[CH:4][N:3]=1 |f:3.4.5,7.8.9|. Reported procedure: 2,5-Dichloro-4-iodopyridine (0.2 g, 0.73 mmol), 6-amino-4-methyl-2,3-dihydro-1,4-benzoxazepin-5-one (0.140 g, 0.73 mmol), palladium(II) acetate (6.56 mg, 0.03 mmol), 9,9-dimethyl-4,5-bis(diphenylphosphino)xanthene (0.025 g, 0.04 mmol) and cesium carbonate (0.476 g, 1.46 mmol) were suspended in dioxane (5 mL). The mixture was heated at 100° C. for 30 minutes in a microwave reactor and then allowed to cool to room temperature. The mixture was loaded onto an SCX column and the product eluted first ... The reactants are CN(C)C=O, CC1(C)Cc2cc(O)c3c(c2C(c2ccccc2)=N1)CC(C)(C)O3, [H-], CCCCI, [Na+], O. Product: CCCCOc1cc2c(c3c1OC(C)(C)C3)C(c1ccccc1)=NC(C)(C)C2. Reaction SMILES: [CH3:33][N:34]([CH3:35])[CH:36]=[O:37].[CH3:8][C:9]1([CH3:31])[N:10]=[C:11]([c:25]2[cH:26][cH:27][cH:28][cH:29][cH:30]2)[c:12]2[c:13]3[c:14]([c:15]([OH:19])[cH:16][c:17]2[CH2:18]1)[O:20][C:21]([CH3:23])([CH3:24])[CH2:22]3.[H-:1].[I:3][CH2:4][CH2:5][CH2:6][CH3:7].[Na+:2].[OH2:32]>>[CH2:4]([CH2:5][CH2:6][CH3:7])[O:19][c:15]1[c:14]2[c:13]([c:12]3[c:17]([cH:16]1)[CH2:18][C:9]([CH3:8])([CH3:31])[N:10]=[C:11]3[c:25]1[cH:26][cH:27][cH:28][cH:29][cH:30]1)[CH2:22][C:21]([CH3:23])([CH3:24])[O:20]2. Reactants: CC[O-], CCO, O=C(O)c1cn(C2CC2)c2c(F)c(N3CCNCC3)c(F)cc2c1=O, [Na+], [Na]. Yields the product CCOc1c(N2CCNCC2)c(F)cc2c(=O)c(C(=O)O)cn(C3CC3)c12. As a reaction SMILES: [CH3:2][CH2:3][O-:4].[CH3:31][CH2:32][OH:33].[CH:6]1([n:9]2[cH:10][c:11]([C:28](=[O:29])[OH:30])[c:12](=[O:27])[c:13]3[cH:14][c:15]([F:26])[c:16]([N:20]4[CH2:21][CH2:22][NH:23][CH2:24][CH2:25]4)[c:17]([F:19])[c:18]23)[CH2:7][CH2:8]1.[Na+:1].[Na:5]>>[CH3:2][CH2:3][O:4][c:17]1[c:16]([N:20]2[CH2:21][CH2:22][NH:23][CH2:24][CH2:25]2)[c:15]([F:26])[cH:14][c:13]2[c:12](=[O:27])[c:11]([C:28](=[O:29])[OH:30])[cH:10][n:9]([CH:6]3[CH2:7][CH2:8]3)[c:18]21. Starting materials: C(#N)C1=NN(C=N1)[C@H]1[C@H](OC(C)=O)[C@H](OC(C)=O)[C@H](O1)COC(C)=O (3-cyano-1-(2,3,5-tri-O-acetyl-β -D-ribofuranosyl)-1,2,4-triazole), [Cl-].[NH4+] (ammonium chloride), product. Solvent: N (ammonia). Product: Cl.[C@@H]1([C@H](O)[C@H](O)[C@H](O1)CO)N1N=C(N=C1)C(=N)N (1-(β -D-ribofuranosyl)-1,2,4-triazole-3-carboxamidine hydrochloride). As a reaction SMILES: [C:1]([C:3]1[N:7]=[CH:6][N:5]([C@@H:8]2[O:20][C@H:19]([CH2:21][O:22]C(=O)C)[C@@H:14]([O:15]C(=O)C)[C@H:9]2[O:10]C(=O)C)[N:4]=1)#[N:2].[Cl-:26].[NH4+:27]>N>[ClH:26].[C@@H:8]1([N:5]2[CH:6]=[N:7][C:3]([C:1]([NH2:2])=[NH:27])=[N:4]2)[O:20][C@H:19]([CH2:21][OH:22])[C@@H:14]([OH:15])[C@H:9]1[OH:10] |f:1.2,4.5|. Procedure: A mixture of 3-cyano-1-(2,3,5-tri-O-acetyl-β -D-ribofuranosyl)-1,2,4-triazole (7.04 g., 20.0 mmole) ammonium chloride (1.07 g., 20.0 mmol) and anhydrous ammonia (150 ml.) was heated in a bomb at 85° for 18 hours. After removal of excess ammonia, the residue was crystallized from acetonitrile-ethanol to provide 5.30 g. (95%) of product with M.P. 177°-179° dec. Starting materials: O=C(Cl)CC12CC3CC(CC(C3)C1)C2, Nc1ccc2[nH]ccc2c1. Yields the product O=C(CC12CC3CC(CC(C3)C1)C2)Nc1ccc2[nH]ccc2c1. Reaction SMILES: [C:1]12([CH2:11][C:12](=[O:13])[Cl:14])[CH2:2][CH:3]3[CH2:4][CH:5]([CH2:6][CH:7]([CH2:8]1)[CH2:9]3)[CH2:10]2.[NH2:15][c:16]1[cH:17][c:18]2[cH:19][cH:20][nH:21][c:22]2[cH:23][cH:24]1>>[C:1]12([CH2:11][C:12](=[O:13])[NH:15][c:16]3[cH:17][c:18]4[cH:19][cH:20][nH:21][c:22]4[cH:23][cH:24]3)[CH2:2][CH:3]3[CH2:4][CH:5]([CH2:6][CH:7]([CH2:8]1)[CH2:9]3)[CH2:10]2. Reactants: C(C)N=C=NCCCN(C)C (N-ethyl-N′-[3-(dimethylamino)propyl]carbodiimide), ON1N=NC2=C1C=CC=C2 (1-hydroxybenzotriazole), COC=1C=C(C=CC1OC)CCCC(=O)O (4-(3,4-dimethyloxyphenyl)butanoic acid), NC1=CC=C(C=C1)CC1=CC2=C(N(C(N(C2=O)C)=O)CC(C)C)S1 (6-(4-aminophenylmethyl)-3-methyl-1-(2-methylpropyl)thieno[2,3-d]pyrimidine-2,4-(1H, 3H)-dione). The solvent is ClCCl (dichloromethane), ClCCl (dichloromethane). Conditions: time 8 hour. Yields the product COC=1C=C(C=CC1OC)CCCC(=O)NC1=CC=C(C=C1)CC1=CC2=C(N(C(N(C2=O)C)=O)CC(C)C)S1 (4-(3,4-Dimethoxyphenyl)-N-{4-[(1,2,3,4-tetrahydro-3-methyl-1-(2-methylpropyl)-2,4-dioxothieno[2,3-d]pyrimidin-6-yl)methyl]phenyl}-butanamide). The yield is 26.4%. As a reaction SMILES: C(N=C=NCCCN(C)C)C.ON1C2C=CC=CC=2N=N1.[CH3:22][O:23][C:24]1[CH:25]=[C:26]([CH2:32][CH2:33][CH2:34][C:35]([OH:37])=O)[CH:27]=[CH:28][C:29]=1[O:30][CH3:31].[NH2:38][C:39]1[CH:44]=[CH:43][C:42]([CH2:45][C:46]2[S:61][C:49]3[N:50]([CH2:57][CH:58]([CH3:60])[CH3:59])[C:51](=[O:56])[N:52]([CH3:55])[C:53](=[O:54])[C:48]=3[CH:47]=2)=[CH:41][CH:40]=1>ClCCl>[CH3:22][O:23][C:24]1[CH:25]=[C:26]([CH2:32][CH2:33][CH2:34][C:35]([NH:38][C:39]2[CH:44]=[CH:43][C:42]([CH2:45][C:46]3[S:61][C:49]4[N:50]([CH2:57][CH:58]([CH3:59])[CH3:60])[C:51](=[O:56])[N:52]([CH3:55])[C:53](=[O:54])[C:48]=4[CH:47]=3)=[CH:41][CH:40]=2)=[O:37])[CH:27]=[CH:28][C:29]=1[O:30][CH3:31]. Procedure: To a solution of N-ethyl-N′-[3-(dimethylamino)propyl]carbodiimide (37 mg), 1-hydroxybenzotriazole (26 mg) and 4-(3,4-dimethyloxyphenyl)butanoic acid (36 mg) in dichloromethane (6 ml) was added 6-(4-aminophenylmethyl)-3-methyl-1-(2-methylpropyl)thieno[2,3-d]pyrimidine-2,4-(1H, 3H)-dione (45 mg) in dichloromethane (2 ml). The reaction mixture was stirred overnight and then washed with half saturated sodium hydrogen carbonate and extracted into ethyl acetate. The organic layer was dried over magnes...